From a dataset of the Open Reaction Database (ORD), a public repository of structured organic reaction records. describe an organic reaction: reactants, conditions, products, and yield Reactants: C(C)(C)(C)OC(=O)NCC1=C(OCCCCC(=O)OCC)C=C(C=C1)F (Ethyl 5-(2-((tert-butoxycarbonylamino)methyl)-5-fluorophenoxy)-pentanoate), [OH-].[Na+] (Sodium hydroxide). The solvent is C1CCOC1 (THF), CO (methanol), O (water). Reaction conditions: time 2 hour. Product: C(C)(C)(C)OC(=O)NCC1=C(OCCCCC(=O)O)C=C(C=C1)F (5-(2-((Tert-butoxycarbonylamino)methyl)-5-fluorophenoxy)pentanoic acid). Yield: 100.7%. As a reaction SMILES: [C:1]([O:5][C:6]([NH:8][CH2:9][C:10]1[CH:25]=[CH:24][C:23]([F:26])=[CH:22][C:11]=1[O:12][CH2:13][CH2:14][CH2:15][CH2:16][C:17]([O:19]CC)=[O:18])=[O:7])([CH3:4])([CH3:3])[CH3:2].[OH-].[Na+]>C1COCC1.CO.O>[C:1]([O:5][C:6]([NH:8][CH2:9][C:10]1[CH:25]=[CH:24][C:23]([F:26])=[CH:22][C:11]=1[O:12][CH2:13][CH2:14][CH2:15][CH2:16][C:17]([OH:19])=[O:18])=[O:7])([CH3:4])([CH3:2])[CH3:3] |f:1.2|. Procedure details: Ethyl 5-(2-((tert-butoxycarbonylamino)methyl)-5-fluorophenoxy)pentanoate (Example 16; 1.6 mmol) was dissolved in a mixture of THF (6 ml), methanol (6 ml) and water (6 ml). Sodium hydroxide (5.0 mmol) was added and stirred for 2 h. The organic solvent was removed under vacuum, and the aqueous residue was acidified with 1 N HCl to pH=3. The mixture was extracted with ethyl acetate, and the organic phase was removed under vacuum to afford the title compound (0.55 gr) that was used as such in the ne... Reaction SMILES: [Cl:31][c:32]1[cH:33][cH:34][cH:35][cH:36][cH:37]1.[OH2:30].[P:1]([Cl:2])([Cl:3])([Cl:4])=[O:5].[c:6]1([NH:7][C:13](=[O:14])[c:15]2[n:16][cH:17][cH:18][cH:19][c:20]2[CH2:21][CH2:22][c:23]2[cH:24][c:25]([Cl:29])[cH:26][cH:27][cH:28]2)[cH:8][cH:9][cH:10][cH:11][cH:12]1>>[C:13]1(=[O:14])[c:15]2[n:16][cH:17][cH:18][cH:19][c:20]2[CH2:21][CH2:22][c:23]2[cH:24][c:25]([Cl:29])[cH:26][cH:27][c:28]21. Product: O=C1c2ccc(Cl)cc2CCc2cccnc21. The reactants are Clc1ccccc1, O, O=P(Cl)(Cl)Cl, O=C(Nc1ccccc1)c1ncccc1CCc1cccc(Cl)c1.